Dataset: the Open Reaction Database (ORD), a public repository of structured organic reaction records. Task: describe an organic reaction: reactants, conditions, products, and yield The reactants are IC1=NC=CN=C1 (2-iodopyrazine), C(C)(C)[N-]C(C)C.[Li+] (Lithium diisopropylamide), solution, C(=O)(OC)C1CN2CC(C1C2)(OC)OC (3-carbomethoxy-5,5-dimethoxy-1-azabicyclo[2.2.1]heptane), O (Water). The solvent is C1CCOC1 (THF), C1CCOC1 (THF), C1CCOC1 (THF), ClCCl (dichloromethane). Reaction conditions: time 2 hour. Product: N1=C(C=NC=C1)C1(CN2CC(C1C2)(OC)OC)C(=O)OC (3-(2-Pyrazinyl)-3-carbomethoxy-5,5-dimethoxy-1 -azabicyclo[2.2.1]heptane). The yield is 7.3%. Reaction SMILES: C([N-]C(C)C)(C)C.[Li+].[C:9]([CH:13]1[CH:18]2[CH2:19][N:15]([CH2:16][C:17]2([O:22][CH3:23])[O:20][CH3:21])[CH2:14]1)([O:11][CH3:12])=[O:10].I[C:25]1[CH:30]=[N:29][CH:28]=[CH:27][N:26]=1.O>C1COCC1.ClCCl>[N:26]1[CH:27]=[CH:28][N:29]=[CH:30][C:25]=1[C:13]1([C:9]([O:11][CH3:12])=[O:10])[CH:18]2[CH2:19][N:15]([CH2:16][C:17]2([O:20][CH3:21])[O:22][CH3:23])[CH2:14]1 |f:0.1|. Reported procedure: Lithium diisopropylamide (3.7 ml of a 1.5M solution in THF, 5.58 mmol) was added dropwise to a solution of 3-carbomethoxy-5,5-dimethoxy-1-azabicyclo[2.2.1]heptane (1 g, 4.7 mmol) in THF (40 ml), at -78° C., and stirred for 2 h. A solution of 2-iodopyrazine (1.15 g, 5.58 mmol) in THF (5 ml) was added, at -78° C., stirred for 1 h, and then warmed to room temperature and stirred for 16 h. Water (25 ml) and dichloromethane (70 ml) were added and the aqueous extracted with dichloromethane (3×100 ml).... Starting materials: C(C1=CC=CC=C1)OC(=O)N1CC(CCC1)C(=O)Cl (3-chlorocarbonyl-piperidine-1-carboxylic acid benzyl ester), COC1=C(C=CC=C1)C1=CC(=NC=N1)N (6-(2-methoxy-phenyl)-pyrimidin-4-ylamine), C(C)(=O)OCC (ethyl acetate). The reagents and catalysts are CN(C1=CC=NC=C1)C (4-dimethylaminopyridine). Solvent: ClCCl (dichloromethane), CCCCCC (hexane). Reaction conditions: time 2 hour. The product is C(C1=CC=CC=C1)OC(=O)N1CC(CCC1)C(NC1=NC=NC(=C1)C1=C(C=CC=C1)OC)=O (3-[6-(2-methoxy-phenyl)-pyrimidin-4-ylcarbamoyl]-piperidine-1-carboxylic acid benzyl ester). As a reaction SMILES: [CH3:1][O:2][C:3]1[CH:8]=[CH:7][CH:6]=[CH:5][C:4]=1[C:9]1[N:14]=[CH:13][N:12]=[C:11]([NH2:15])[CH:10]=1.[CH2:16]([O:23][C:24]([N:26]1[CH2:31][CH2:30][CH2:29][CH:28]([C:32](Cl)=[O:33])[CH2:27]1)=[O:25])[C:17]1[CH:22]=[CH:21][CH:20]=[CH:19][CH:18]=1.C(OCC)(=O)C>ClCCl.CN(C)C1C=CN=CC=1.CCCCCC>[CH2:16]([O:23][C:24]([N:26]1[CH2:31][CH2:30][CH2:29][CH:28]([C:32](=[O:33])[NH:15][C:11]2[CH:10]=[C:9]([C:4]3[CH:5]=[CH:6][CH:7]=[CH:8][C:3]=3[O:2][CH3:1])[N:14]=[CH:13][N:12]=2)[CH2:27]1)=[O:25])[C:17]1[CH:22]=[CH:21][CH:20]=[CH:19][CH:18]=1. Procedure details: To a solution of 6-(2-methoxy-phenyl)-pyrimidin-4-ylamine (XXIV) (5 g) in 20 ml of dichloromethane was added 4-dimethylaminopyridine (1.2 eq) followed by dropwise addition of 3-chlorocarbonyl-piperidine-1-carboxylic acid benzyl ester (XXV) (1.1 eq.) at room temperature. The reaction mixture was stirred for 2 hours and then washed with water. The organic layer was separated, dried over sodium sulfate and concentrated. The obtained crude residue was passed through a pad of silica gel eluting with ... Reactants: [N+](=O)([O-])[O-].[K+] (potassium nitrate), C(C)OP(=O)(OCC)OCC (triethylphosphate), COC1=NC2=CC=C(C(=C2C(=C1)C)Cl)OC (2,6-dimethoxy-5-chloro-4-methylquinoline), N-hexane, O=P12OP3(=O)OP(=O)(O1)OP(=O)(O2)O3 (Phosphorous pentoxide). Run in CO (Methanol). Reaction conditions: temperature 37.5 celsius, time 60 minute. Yields the product [N+](=O)([O-])C=1C=C(C(=C2C(=CC(=NC12)OC)C)Cl)OC (8-Nitro-2,6-dimethoxy-5-chloro-4-methylquinoline). Yield: 58.7%. RXN SMILES: C(OP(OCC)(OCC)=O)C.[CH3:12][O:13][C:14]1[CH:23]=[C:22]([CH3:24])[C:21]2[C:16](=[CH:17][CH:18]=[C:19]([O:26][CH3:27])[C:20]=2[Cl:25])[N:15]=1.O=P12OP3(OP(OP(O3)(O1)=O)(=O)O2)=O.[N+:42]([O-])([O-:44])=[O:43].[K+]>CO>[N+:42]([C:17]1[CH:18]=[C:19]([O:26][CH3:27])[C:20]([Cl:25])=[C:21]2[C:16]=1[N:15]=[C:14]([O:13][CH3:12])[CH:23]=[C:22]2[CH3:24])([O-:44])=[O:43] |f:3.4|. Reported procedure: A 20-liter reactor equipped with a mechanical stirrer, thermowatch, and condenser was charged with triethylphosphate (6.3 liters) and 2,6-dimethoxy-5-chloro-4-methylquinoline (5) (500 g, 2.11 moles). Phosphorous pentoxide (1.052 kg, 7.11 moles) was added in one portion and the resulting slurry stirred for 60 minutes. Reaction temperature was adjusted to 35° C. and solid potassium nitrate (0.423 kg, 4.21 moles) added in one portion. N-hexane is added and the reaction temperature was maintained at... Yields the product O=C(O)c1c(-c2ccccc2)sc2c1CCC2. Starting materials: CCO, Cl, [Na+], [OH-], COC(=O)c1c(-c2ccccc2)sc2c1CCC2. As a reaction SMILES: [CH3:22][CH2:23][OH:24].[ClH:21].[Na+:20].[OH-:19].[c:1]1(-[c:7]2[c:8]([C:15](=[O:16])[O:17][CH3:18])[c:9]3[c:10]([s:11]2)[CH2:12][CH2:13][CH2:14]3)[cH:2][cH:3][cH:4][cH:5][cH:6]1>>[c:1]1(-[c:7]2[c:8]([C:15](=[O:16])[OH:17])[c:9]3[c:10]([s:11]2)[CH2:12][CH2:13][CH2:14]3)[cH:2][cH:3][cH:4][cH:5][cH:6]1. Starting materials: N#N.C(C)(C)(C)OC(CN(CC1CCCO1)C([C@@H](NS(=O)(=O)C1=CC2=CC(=CC=C2C=C1)OC)CCCNC(N)=N)=O)=O (N2 (7-methoxy-2-naphthalenesulfonyl)-L-arginyl-N-tetrahydrofurfurylglycine tert-butyl ester). Solvent: FC(C(=O)O)(F)F (trifluoroacetic acid). Yields the product N#N.COC1=CC=C2C=CC(=CC2=C1)S(=O)(=O)N[C@@H](CCCNC(N)=N)C(=O)N(CC(=O)O)CC1CCCO1 (N2 (7-methoxy-2-naphthalenesulfonyl)-L-arginyl-N-tetrahydrofurfurylglycine). Yield: 64.1%. RXN SMILES: [N:1]#[N:2].C([O:7][C:8](=[O:43])[CH2:9][N:10]([C:17](=[O:42])[C@H:18]([CH2:35][CH2:36][CH2:37][NH:38][C:39](=[NH:41])[NH2:40])[NH:19][S:20]([C:23]1[CH:32]=[CH:31][C:30]2[C:25](=[CH:26][C:27]([O:33][CH3:34])=[CH:28][CH:29]=2)[CH:24]=1)(=[O:22])=[O:21])[CH2:11][CH:12]1[O:16][CH2:15][CH2:14][CH2:13]1)(C)(C)C>FC(F)(F)C(O)=O>[N:1]#[N:2].[CH3:34][O:33][C:27]1[CH:26]=[C:25]2[C:30]([CH:31]=[CH:32][C:23]([S:20]([NH:19][C@H:18]([C:17]([N:10]([CH2:11][CH:12]3[O:16][CH2:15][CH2:14][CH2:13]3)[CH2:9][C:8]([OH:43])=[O:7])=[O:42])[CH2:35][CH2:36][CH2:37][NH:38][C:39](=[NH:40])[NH2:41])(=[O:21])=[O:22])=[CH:24]2)=[CH:29][CH:28]=1 |f:0.1,3.4|. Procedure: A solution of 4.8 g of N2 -(7-methoxy-2-naphthalenesulfonyl)-L-arginyl-N-tetrahydrofurfurylglycine tert-butyl ester in 10 ml of trifluoroacetic acid was stirred for 5 hours at room temperature. At the end of this period, the reaction mixture was evaporated to dryness. The residue was washed several times with dry diethyl ether and chromatographed on 300 ml of Daiaion® SA 10A ion exchange resin (100-200 mesh, OH- form, manufactured by Mitsubishi Chemical Industries Limited) packed in water, washe...